This data is from the Open Reaction Database (ORD), a public repository of structured organic reaction records. The task is: describe an organic reaction: reactants, conditions, products, and yield Reactants: O=C(NCc1ccc(Br)cc1F)c1ccc(Br)cc1[N+](=O)[O-], CC(=O)O, [Fe], [Na+], [OH-]. Yields the product Nc1cc(Br)ccc1C(=O)NCc1ccc(Br)cc1F. Reaction SMILES: [Br:1][c:2]1[cH:3][c:4]([N+:20]([O-:21])=[O:22])[c:5]([C:6](=[O:7])[NH:8][CH2:9][c:10]2[c:11]([F:17])[cH:12][c:13]([Br:16])[cH:14][cH:15]2)[cH:18][cH:19]1.[CH3:25][C:26](=[O:27])[OH:28].[Fe:29].[Na+:24].[OH-:23]>>[Br:1][c:2]1[cH:3][c:4]([NH2:20])[c:5]([C:6](=[O:7])[NH:8][CH2:9][c:10]2[c:11]([F:17])[cH:12][c:13]([Br:16])[cH:14][cH:15]2)[cH:18][cH:19]1.